Dataset: the Open Reaction Database (ORD), a public repository of structured organic reaction records. Task: describe an organic reaction: reactants, conditions, products, and yield The reactants are C(C1=CC=CC=C1)OC(=O)N1[C@@H]2CC[C@H]([C@H]1C(N[C@@H](CC(=O)OC(C)(C)C)C=O)=O)C2 ((1R,3S,4S)-3-((S)-2-tert-Butoxycarbonyl-1-formyl-ethylcarbamoyl)-2-aza-bicyclo[2.2.1]heptane-2-carboxylic acid benzyl ester), C(OCC)(OCC)OCC (triethyl orthoformate), C([O-])(O)=O.[Na+] (sodium bicarbonate), aldehyde. The reagents and catalysts are O.C1(=CC=C(C=C1)S(=O)(=O)O)C (p-toluenesulfonic acid monohydrate). The solvent is ClCCl (dichloromethane). Yields the product C(C1=CC=CC=C1)OC(=O)N1[C@@H]2CC[C@H]([C@H]1C(N[C@H](C(OCC)OCC)CC(=O)OC(C)(C)C)=O)C2 ((1R,3S,4S)-3-((S)-1-tert-Butoxycarbonylmethyl-2,2-diethoxy-ethylcarbamoyl)-2-aza-bicyclo[2.2.1]heptane-2-carboxylic acid benzyl ester). The yield is 77.6%. RXN SMILES: [CH2:1]([O:8][C:9]([N:11]1[C@H:16]([C:17](=[O:30])[NH:18][C@H:19](C=O)[CH2:20][C:21]([O:23][C:24]([CH3:27])([CH3:26])[CH3:25])=[O:22])[C@@H:15]2[CH2:31][C@H:12]1[CH2:13][CH2:14]2)=[O:10])[C:2]1[CH:7]=[CH:6][CH:5]=[CH:4][CH:3]=1.[CH:32]([O:39][CH2:40][CH3:41])([O:36][CH2:37][CH3:38])OCC.C(=O)(O)[O-].[Na+]>ClCCl.O.C1(C)C=CC(S(O)(=O)=O)=CC=1>[CH2:1]([O:8][C:9]([N:11]1[C@H:16]([C:17](=[O:30])[NH:18][C@@H:19]([CH2:20][C:21]([O:23][C:24]([CH3:25])([CH3:27])[CH3:26])=[O:22])[CH:32]([O:36][CH2:37][CH3:38])[O:39][CH2:40][CH3:41])[C@@H:15]2[CH2:31][C@H:12]1[CH2:13][CH2:14]2)=[O:10])[C:2]1[CH:3]=[CH:4][CH:5]=[CH:6][CH:7]=1 |f:2.3,5.6|. Reported procedure: To a solution of (1R,3S,4S)-3-((S)-2-tert-Butoxycarbonyl-1-formyl-ethylcarbamoyl)-2-aza-bicyclo[2.2.1]heptane-2-carboxylic acid benzyl ester (698 mg) in dichloromethane (10 ml) was added triethyl orthoformate (720 mg) and p-toluenesulfonic acid monohydrate (6 mg). The resulting mixture was stirred at ambient temperature until no aldehyde remained by TLC. Saturated aqueous sodium bicarbonate solution was then added and the organic phase removed. This was washed with water and brine, dried (magnes...